The task is: describe an organic reaction: reactants, conditions, products, and yield. This data is from the Open Reaction Database (ORD), a public repository of structured organic reaction records. The reactants are [Li]CCCC, C1CCOC1, CC1(C)CCCC(C)(C)N1, COCOc1ccc(CC(C)(C)F)nc1, O. Product: COCOc1cnc(CC(C)(C)F)cc1C(C)O. As a reaction SMILES: [CH2:11]([Li:12])[CH2:13][CH2:14][CH3:15].[CH2:32]1[O:33][CH2:34][CH2:35][CH2:36]1.[CH3:1][C:2]1([CH3:10])[CH2:3][CH2:4][CH2:5][C:6]([CH3:7])([CH3:8])[NH:9]1.[F:16][C:17]([CH2:18][c:19]1[n:20][cH:21][c:22]([O:25][CH2:26][O:27][CH3:28])[cH:23][cH:24]1)([CH3:29])[CH3:30].[OH2:31]>>[CH:2]([CH3:10])([c:23]1[c:22]([O:25][CH2:26][O:27][CH3:28])[cH:21][n:20][c:19]([CH2:18][C:17]([F:16])([CH3:29])[CH3:30])[cH:24]1)[OH:31]. Reactants: TEFLON, BrC=1C=CC=2C3=C(C=NC2C1)N=C(N3CCCOC(C)C)COCC (7-Bromo-2-ethoxymethyl-1-(3-isopropoxypropyl)-1H-imidazo[4,5-c]quinoline), C(CC=C)N1C(C2=CC=CC=C2C1=O)=O (2-but-3-enyl-1H-isoindole-1,3(2H)-dione), C([O-])([O-])=O.[Cs+].[Cs+] (cesium carbonate), C1(=CC=CC=C1)P(C1=CC=CC=C1)C1=CC=CC=C1 (triphenylphosphine). The reagents and catalysts are C(C)(=O)[O-].[Pd+2].C(C)(=O)[O-] (palladium(II) acetate). The solvent is C(C)(=O)OCC (ethyl acetate), CN(C=O)C (N,N-dimethylformamide). Reaction conditions: temperature 140 celsius. Yields the product C(C)OCC=1N(C2=C(C=NC=3C=C(C=CC23)/C=C/CCN2C(C3=CC=CC=C3C2=O)=O)N1)CCCOC(C)C (2-{(3E)-4-[2-ethoxymethyl-1-(3-isopropoxypropyl)-1H-imidazo[4,5-c]quinolin-7-yl]but-3-enyl}-1H-isoindole-1,3(2H)-dione). Yield: 77.1%. Reaction SMILES: Br[C:2]1[CH:3]=[CH:4][C:5]2[C:6]3[N:14]([CH2:15][CH2:16][CH2:17][O:18][CH:19]([CH3:21])[CH3:20])[C:13]([CH2:22][O:23][CH2:24][CH3:25])=[N:12][C:7]=3[CH:8]=[N:9][C:10]=2[CH:11]=1.[CH2:26]([N:30]1[C:38](=[O:39])[C:37]2[C:32](=[CH:33][CH:34]=[CH:35][CH:36]=2)[C:31]1=[O:40])[CH2:27][CH:28]=[CH2:29].C(=O)([O-])[O-].[Cs+].[Cs+].C1(P(C2C=CC=CC=2)C2C=CC=CC=2)C=CC=CC=1>C(OCC)(=O)C.C([O-])(=O)C.[Pd+2].C([O-])(=O)C.CN(C)C=O>[CH2:24]([O:23][CH2:22][C:13]1[N:14]([CH2:15][CH2:16][CH2:17][O:18][CH:19]([CH3:21])[CH3:20])[C:6]2[C:5]3[CH:4]=[CH:3][C:2](/[CH:29]=[CH:28]/[CH2:27][CH2:26][N:30]4[C:38](=[O:39])[C:37]5[C:32](=[CH:33][CH:34]=[CH:35][CH:36]=5)[C:31]4=[O:40])=[CH:11][C:10]=3[N:9]=[CH:8][C:7]=2[N:12]=1)[CH3:25] |f:2.3.4,7.8.9|. Procedure: 7-Bromo-2-ethoxymethyl-1-(3-isopropoxypropyl)-1H-imidazo[4,5-c]quinoline (1.9 g, 4.68 mmol), 2-but-3-enyl-1H-isoindole-1,3(2H)-dione (1.04 g, 5.15 mmol), cesium carbonate (3.05 g, 9.36 mmol), triphenylphosphine (0.246 g, 0.94 mmol), palladium(II) acetate (0.105 g, 0.47 mmol), and N,N-dimethylformamide (DMF) (28 mL) were added to a pressure tube. The vessel was sealed with a TEFLON cap and heated at 140° C. for 2.5 hours. The reaction was cooled to ambient temperature. The reaction was diluted wi...